This data is from the Open Reaction Database (ORD), a public repository of structured organic reaction records. The task is: describe an organic reaction: reactants, conditions, products, and yield Reactants: [Li+].[OH-] (LiOH), C(C)(=O)N[C@H]1[C@@H](C=C(C[C@H]1O)C(=O)OC)OC(C)C (methyl (3R,4R,5R)-4-(acetylamino)-5-hydroxy-3-isopropoxy-1-cyclohexene-1-carboxylate). The solvent is CO (methanol). Conditions: time 10 hour. Product: C(C)(=O)N[C@H]1[C@@H](C=C(C[C@H]1O)C(=O)O)OC(C)C ((3R,4R,5R)-4-(acetylamino)-5-hydroxy-3-isopropoxy-1-cyclohexene-1-carboxylic acid). Yield: 93.7%. Reaction SMILES: [Li+].[OH-].[C:3]([NH:6][C@@H:7]1[C@H:12]([OH:13])[CH2:11][C:10]([C:14]([O:16]C)=[O:15])=[CH:9][C@H:8]1[O:18][CH:19]([CH3:21])[CH3:20])(=[O:5])[CH3:4]>CO>[C:3]([NH:6][C@@H:7]1[C@H:12]([OH:13])[CH2:11][C:10]([C:14]([OH:16])=[O:15])=[CH:9][C@H:8]1[O:18][CH:19]([CH3:21])[CH3:20])(=[O:5])[CH3:4] |f:0.1|. Reported procedure: Aqueous LiOH solution (0.1N, 15 mL) was added to a room temperature solution of Example 13L (23 mg, 0.085 mmol) in methanol (5 mL). After stirring for 10 hours, the reaction mixture was acidified to pH 5-6 with DOWEX® 50WX2-200 ion-exchange resin, filtered and concentrated. The concentrate was purified by flash chromatography using acetic acid/ethyl acetate (1/5) to afford 20.5 mg (94%) of the desired product as a white solid.